This data is from the Open Reaction Database (ORD), a public repository of structured organic reaction records. The task is: describe an organic reaction: reactants, conditions, products, and yield Reaction conditions: time 18 hour. Yields the product C(CC1=CC=CC=C1)N1C2(CCCC1)C1CCC(C2)CC1 (1'-phenethylspiro[bicyclo[2.2.2]octane-2,2'-piperidine]). As a reaction SMILES: [NH:1]1[CH2:6][CH2:5][CH2:4][C:3]2(C[CH:10]3[CH2:12][CH2:13][CH:7]2[CH2:8][CH2:9]3)[CH2:2]1.[CH2:14](Br)[CH2:15][C:16]1[CH:21]=C[CH:19]=[CH:18][CH:17]=1.C(=O)([O-])[O-].[K+].[K+].[CH2:29](O)[CH3:30]>>[CH2:2]([N:1]1[CH2:6][CH2:5][CH2:4][CH2:19][C:18]21[CH2:17][CH:16]1[CH2:21][CH2:29][CH:30]2[CH2:14][CH2:15]1)[CH2:3][C:7]1[CH:8]=[CH:9][CH:10]=[CH:12][CH:13]=1 |f:2.3.4|. Procedure: An amount of 6.0 g (0.030 mole) of spiro[bicyclo[2.2.2]-octane-2,3'-piperidine] is dissolved in 50 ml of ethanol; additions are then made of 6.8 g (0.033 mole) of phenethylbromide and 10 g (ca. 0.07 mole) of anhydrous potassium carbonate, and the whole subsequently refluxed, with stirring, for 18 hours. The reaction mixture is filtered, and the brown filtrate concentrated in vacuo (ca. 12 Torr). The viscous residue is distributed between 100 ml of methylene chloride and 100 ml of water. The meth... The reactants are C(CC1=CC=CC=C1)Br (phenethylbromide), N1CC2(CCC1)C1CCC(C2)CC1 (spiro[bicyclo[2.2.2]-octane-2,3'-piperidine]), C(C)O (ethanol), C([O-])([O-])=O.[K+].[K+] (potassium carbonate).